From a dataset of the Open Reaction Database (ORD), a public repository of structured organic reaction records. describe an organic reaction: reactants, conditions, products, and yield Reactants: ClC=1N=C2C(=NC1C1=CC=CC=C1)N1C(C=C2)=NN=C1C(=O)OC (methyl 3-chloro-2-phenyl[1,2,4]triazolo[4′,3′:1,6]pyrido[2,3-b]pyrazine-9-carboxylate), C(C)N (ethylamine). Reaction conditions: time 8 hour. The product is ClC=1N=C2C(=NC1C1=CC=CC=C1)N1C(C=C2)=NN=C1C(=O)NCC (3-chloro-N-ethyl-2-phenyl[1,2,4]triazolo[4′,3′:1,6]pyrido[2,3-b]pyrazine-9-carboxamide). Reaction SMILES: [Cl:1][C:2]1[N:3]=[C:4]2[CH:17]=[CH:16][C:15]3=[N:18][N:19]=[C:20]([C:21]([O:23]C)=O)[N:14]3[C:5]2=[N:6][C:7]=1[C:8]1[CH:13]=[CH:12][CH:11]=[CH:10][CH:9]=1.[CH2:25]([NH2:27])[CH3:26]>>[Cl:1][C:2]1[N:3]=[C:4]2[CH:17]=[CH:16][C:15]3=[N:18][N:19]=[C:20]([C:21]([NH:27][CH2:25][CH3:26])=[O:23])[N:14]3[C:5]2=[N:6][C:7]=1[C:8]1[CH:13]=[CH:12][CH:11]=[CH:10][CH:9]=1. Procedure: A mixture of methyl 3-chloro-2-phenyl[1,2,4]triazolo[4′,3′:1,6]pyrido[2,3-b]pyrazine-9-carboxylate (11-2) (80 mg, 0.235 mmol) and ethylamine (2M in THF, 5 mL, 10 mmol) was stirred at room temperature for overnight. The solvent was evaporated and the residue was purified by column chromatography eluting with 0-20% EtOH in EtOAc to give 3-chloro-N-ethyl-2-phenyl[1,2,4]triazolo[4′,3′:1,6]pyrido[2,3-b]pyrazine-9-carboxamide (11-3). The reactants are C(C)(C)(C)OC(=O)N1CCC(CC1)C=1NC=C(N1)C1=CC(=CC=C1)Cl (4-[4-(3-Chloro-phenyl)-1H-imidazol-2-yl]-piperidine-1-carboxylic acid tert-butyl ester), ClCCl (dichloromethane), Cl (hydrogen chloride). Conditions: time 1 hour. The product is Cl.ClC=1C=C(C=CC1)C=1N=C(NC1)C1CCNCC1 (4-[4-(3-Chloro-phenyl)-1H-imidazol-2-yl]-piperidine hydrochloride salt). Reaction SMILES: C(OC([N:8]1[CH2:13][CH2:12][CH:11]([C:14]2[NH:15][CH:16]=[C:17]([C:19]3[CH:24]=[CH:23][CH:22]=[C:21]([Cl:25])[CH:20]=3)[N:18]=2)[CH2:10][CH2:9]1)=O)(C)(C)C.ClCCl.Cl>>[ClH:25].[Cl:25][C:21]1[CH:20]=[C:19]([C:17]2[N:18]=[C:14]([CH:11]3[CH2:12][CH2:13][NH:8][CH2:9][CH2:10]3)[NH:15][CH:16]=2)[CH:24]=[CH:23][CH:22]=1 |f:3.4|. Procedure details: Dissolve 4-[4-(3-Chloro-phenyl)-1H-imidazol-2-yl]-piperidine-1-carboxylic acid tert-butyl ester (171 mg; 472.54 μmoles) in dichloromethane (3 mL; 46.80 mmoles) and slowly add hydrogen chloride (4 mL; 16.00 mmoles) (4M HCl in dioxane) at room temperature. Stir the solution 1 h. Concentrate in vacuo (2×DCM) to give 4-[4-(3-Chloro-phenyl)-1H-imidazol-2-yl]-piperidine hydrochloride salt. Starting materials: C([O-])([O-])=O.[Na+].CC1(C=CC(O1)(OC)CCCOC1=C(C=C(C=C1C)C=1N=NN(N1)C)C)OC.[Na+] (5-Methyl-2-[3-[2,6-dimethyl-4-(2-methyl-tetrazol-5-yl)-phenoxy]-propyl]-2,5 dimethoxy-2,5-dihydrofuran Sodium carbonate), BrBr (bromine), CC1=CC=C(O1)CCCOC1=C(C=C(C=C1C)C=1N=NN(N1)C)C (5-methyl 2-[3-[2,6-dimethyl-4-(2-methyl-tetrazol-5-yl)-phenoxy]-propyl]furan). The solvent is CO (methanol), CO (methanol), [Cl-].[Na+].O (brine). Yields the product CC1(C=CC(O1)(OC)CCCOC1=C(C=C(C=C1C)C=1N=NN(N1)C)C)OC (5-methyl-2-[3-[2,6-dimethyl-4-(2-methyl-tetrazol-5-yl)-phenoxy]-propyl]-2,5-dimethoxy-2,5-dihyrofuran). Yield: 87.0%. As a reaction SMILES: C(=O)([O-])[O-].[Na+].[CH3:6][C:7]1([O:32][CH3:33])[O:11][C:10]([CH2:14][CH2:15][CH2:16][O:17][C:18]2[C:23]([CH3:24])=[CH:22][C:21]([C:25]3[N:26]=[N:27][N:28]([CH3:30])[N:29]=3)=[CH:20][C:19]=2[CH3:31])([O:12][CH3:13])[CH:9]=[CH:8]1.[Na+].CC1OC(CCCOC2C(C)=CC(C3N=NN(C)N=3)=CC=2C)=CC=1.BrBr>CO.[Cl-].[Na+].O>[CH3:6][C:7]1([O:32][CH3:33])[O:11][C:10]([CH2:14][CH2:15][CH2:16][O:17][C:18]2[C:23]([CH3:24])=[CH:22][C:21]([C:25]3[N:26]=[N:27][N:28]([CH3:30])[N:29]=3)=[CH:20][C:19]=2[CH3:31])([O:12][CH3:13])[CH:9]=[CH:8]1 |f:0.1.2.3,7.8.9|. Procedure details: 5-Methyl-2-[3-[2,6-dimethyl-4-(2-methyl-tetrazol-5-yl)-phenoxy]-propyl]-2,5 dimethoxy-2,5-dihydrofuran Sodium carbonate (1.2 g) was added to a cooled (-10° C.) solution of 5-methyl 2-[3-[2,6-dimethyl-4-(2-methyl-tetrazol-5-yl)-phenoxy]-propyl]furan from example 9d (780 mg, 2.4 mmol) in 18 mL of methanol with stirring, and then bromine (0.135 g, 14 mmol) in 8 mL of methanol was added dropwise until the brown color persisted, and the resulting reaction mixture was allowed to stir at -10° C. for 45... Starting materials: FC1=C(C=C(C=C1)F)C1=CC(N(C1)C(=O)N(C)C)(C1=CC=CC=C1)CO (4-(2,5-Difluorophenyl)-2-(hydroxymethyl)-N,N-dimethyl-2-phenyl-2,5-dihydro-1H-pyrrole-1-carboxamide), CC(=O)OI1(C=2C=CC=CC2C(=O)O1)(OC(=O)C)OC(=O)C (Dess-Martin Periodinane). Solvent: C(Cl)Cl (CH2Cl2), C(Cl)Cl (CH2Cl2). Conditions: time 15 minute. Product: FC1=C(C=C(C=C1)F)C1=CC(N(C1)C(=O)N(C)C)(C1=CC=CC=C1)C=O (4-(2,5-Difluorophenyl)-2-formyl-N,N-dimethyl-2-phenyl-2,5-dihydro-1H-pyrrole-1-carboxamide). Reaction SMILES: [F:1][C:2]1[CH:7]=[CH:6][C:5]([F:8])=[CH:4][C:3]=1[C:9]1[CH2:13][N:12]([C:14]([N:16]([CH3:18])[CH3:17])=[O:15])[C:11]([CH2:25][OH:26])([C:19]2[CH:24]=[CH:23][CH:22]=[CH:21][CH:20]=2)[CH:10]=1.CC(OI1(OC(C)=O)(OC(C)=O)OC(=O)C2C=CC=CC1=2)=O>C(Cl)Cl>[F:1][C:2]1[CH:7]=[CH:6][C:5]([F:8])=[CH:4][C:3]=1[C:9]1[CH2:13][N:12]([C:14]([N:16]([CH3:18])[CH3:17])=[O:15])[C:11]([CH:25]=[O:26])([C:19]2[CH:24]=[CH:23][CH:22]=[CH:21][CH:20]=2)[CH:10]=1. Reported procedure: To 50 mg (0.14 mmol) of 1-9 in 1 mL of CH2Cl2 was added 71 mg (0.17 mmol) of Dess-Martin Periodinane (Lancaster Synthesis) and the mixture was left to stir for 15 min at room temperature. The reaction was diluted with 10 mL of CH2Cl2, quenched with 5 mL of 5% aqueous NaHSO3 and 10 mL of saturated aqueous NaHCO3 and the biphasic mixture was stirred for 30 min. The layers were separated, the organic was washed with NaHCO3 and water, dried over Na2SO4, and concentrated to provide 3-1 as a white sol... Starting materials: COC(CC=1C=NC=C(C1)C1=C(C=C(C=C1)C(F)(F)F)CN(CC)C(=O)OC(C)(C)C)=O ((5-{2-[(N-tert-butoxycarbonyl-N-ethyl-amino)-methyl]-4-trifluoromethyl-phenyl}-pyridin-3-yl)-acetic acid methyl ester), Cl (HCl). The solvent is C(Cl)Cl (CH2Cl2), O1CCOCC1 (1,4-dioxane). Yields the product Cl.Cl.COC(CC=1C=NC=C(C1)C1=C(C=C(C=C1)C(F)(F)F)CNCC)=O ([5-(2-ethylaminomethyl-4-trifluoromethyl-phenyl)-pyridin-3-yl]-acetic acid methyl ester, dihydrochloride). RXN SMILES: [CH3:1][O:2][C:3](=[O:32])[CH2:4][C:5]1[CH:6]=[N:7][CH:8]=[C:9]([C:11]2[CH:16]=[CH:15][C:14]([C:17]([F:20])([F:19])[F:18])=[CH:13][C:12]=2[CH2:21][N:22](C(OC(C)(C)C)=O)[CH2:23][CH3:24])[CH:10]=1.[ClH:33]>C(Cl)Cl.O1CCOCC1>[ClH:33].[ClH:33].[CH3:1][O:2][C:3](=[O:32])[CH2:4][C:5]1[CH:6]=[N:7][CH:8]=[C:9]([C:11]2[CH:16]=[CH:15][C:14]([C:17]([F:18])([F:19])[F:20])=[CH:13][C:12]=2[CH2:21][NH:22][CH2:23][CH3:24])[CH:10]=1 |f:4.5.6|. Reported procedure: To (5-{2-[(N-tert-butoxycarbonyl-N-ethyl-amino)-methyl]-4-trifluoromethyl-phenyl}-pyridin-3-yl)-acetic acid methyl ester (0.742 g, 1.6 mmol) in CH2Cl2 (3 mL) was added 4N HCl in 1,4-dioxane (4 mL), and the reaction was stirred at room temperature until no starting material was seen by analytical LCMS. The mixture was then concentrated to give [5-(2-ethylaminomethyl-4-trifluoromethyl-phenyl)-pyridin-3-yl]-acetic acid methyl ester, dihydrochloride. Starting materials: O=Cc1ccccc1O, O=C(O)CCl, Cl, O. RXN SMILES: [CH:1](=[O:2])[c:3]1[cH:4][cH:5][cH:6][cH:7][c:8]1[OH:9].[Cl:10][CH2:11][C:12]([OH:13])=[O:14].[ClH:15].[OH2:16]>>[CH:1](=[O:2])[c:3]1[cH:4][cH:5][cH:6][cH:7][cH:8]1. Product: O=Cc1ccccc1. Starting materials: CC1CNCC(C)N1, CC#N, N#Cc1c(Cl)c(F)cc2c(=O)c(C(=O)O)cn(C3CC3)c12. Product: Cl, CC1CN(c2c(F)cc3c(=O)c(C(=O)O)cn(C4CC4)c3c2C#N)CC(C)N1. RXN SMILES: [CH3:22][CH:23]1[NH:24][CH:25]([CH3:29])[CH2:26][NH:27][CH2:28]1.[CH3:30][C:31]#[N:32].[Cl:1][c:2]1[c:3]([F:21])[cH:4][c:5]2[c:6](=[O:20])[c:7]([C:17](=[O:18])[OH:19])[cH:8][n:9]([CH:14]3[CH2:15][CH2:16]3)[c:10]2[c:11]1[C:12]#[N:13]>>[ClH:1].[c:2]1([N:27]2[CH2:26][CH:25]([CH3:29])[NH:24][CH:23]([CH3:22])[CH2:28]2)[c:3]([F:21])[cH:4][c:5]2[c:6](=[O:20])[c:7]([C:17](=[O:18])[OH:19])[cH:8][n:9]([CH:14]3[CH2:15][CH2:16]3)[c:10]2[c:11]1[C:12]#[N:13].